Dataset: the Open Reaction Database (ORD), a public repository of structured organic reaction records. Task: describe an organic reaction: reactants, conditions, products, and yield Reactants: Cl (hydrochloric acid), CC1(OC[C@H](O1)COC(=O)N1CC=C(CC1)C1=C(C=C(C=C1)N1C(O[C@H](C1)COC1=NOC=C1)=O)F)C (3-(4-(1-(2,2-Dimethyl-1,3-dioxolan-4(S)-ylmethoxycarbonyl)-1,2,5,6-tetrahydro-4-pyridinyl)-3-fluorophenyl)-5(R)-(isoxazol-3-yloxymethyl)oxazolidin-2-one), C([O-])([O-])=O.[K+].[K+] (potassium carbonate). The solvent is O1CCCC1 (tetrahydrofuran). Reaction conditions: time 72 hour. Yields the product O[C@H](COC(=O)N1CC=C(CC1)C1=C(C=C(C=C1)N1C(O[C@H](C1)COC1=NOC=C1)=O)F)CO (3-(4-(1-(2(S),3-Dihydroxypropyloxycarbonyl)-1,2,5,6-tetrahydro-4-pyridinyl)-3-fluorophenyl)-5(R)-(isoxazol-3-yloxymethyl)oxazolidin-2-one). Yield: 86.3%. As a reaction SMILES: CC1(C)[O:6][C@H:5]([CH2:7][O:8][C:9]([N:11]2[CH2:16][CH2:15][C:14]([C:17]3[CH:22]=[CH:21][C:20]([N:23]4[CH2:27][C@H:26]([CH2:28][O:29][C:30]5[CH:34]=[CH:33][O:32][N:31]=5)[O:25][C:24]4=[O:35])=[CH:19][C:18]=3[F:36])=[CH:13][CH2:12]2)=[O:10])[CH2:4][O:3]1.Cl.C(=O)([O-])[O-].[K+].[K+]>O1CCCC1>[OH:6][C@@H:5]([CH2:4][OH:3])[CH2:7][O:8][C:9]([N:11]1[CH2:16][CH2:15][C:14]([C:17]2[CH:22]=[CH:21][C:20]([N:23]3[CH2:27][C@H:26]([CH2:28][O:29][C:30]4[CH:34]=[CH:33][O:32][N:31]=4)[O:25][C:24]3=[O:35])=[CH:19][C:18]=2[F:36])=[CH:13][CH2:12]1)=[O:10] |f:2.3.4|. Procedure details: 3-(4-(1-(2,2-Dimethyl-1,3-dioxolan-4(S)-ylmethoxycarbonyl)-1,2,5,6-tetrahydro-4-pyridinyl)-3-fluorophenyl)-5(R)-(isoxazol-3-yloxymethyl)oxazolidin-2-one (130 mg, 0.25 mmol) was dissolved in tetrahydrofuran (5 ml), treated with 2 M aqueous hydrochloric acid (2 ml), and stirred at ambient temperature for 72 hours. Excess potassium carbonate was added to remove acid and water, and the solution filtered. The filtrate was evaporated, and the residue purified by chromatography on a 10 g silica Biotage... Isolated yield 82.0%. Starting materials: C(C)OC(=O)C1=CN=C2N1C=C(C=C2)C2=C1N(N=C2C2=NC=CC=C2)CCC1 (6-[2-(pyridin-2-yl)-5,6-dihydro-4H-pyrrolo[1,2-b]pyrazol-3-yl]-imidazo[1,2-a]pyridine-3-carboxylic acid ethyl ester), N (ammonia), ClCCl.CO (dichloromethane methanol). The solvent is CO (methanol). RXN SMILES: [NH3:1].C([O:4][C:5]([C:7]1[N:11]2[CH:12]=[C:13]([C:16]3[C:20]([C:21]4[CH:26]=[CH:25][CH:24]=[CH:23][N:22]=4)=[N:19][N:18]4[CH2:27][CH2:28][CH2:29][C:17]=34)[CH:14]=[CH:15][C:10]2=[N:9][CH:8]=1)=O)C.ClCCl.CO>CO>[N:22]1[CH:23]=[CH:24][CH:25]=[CH:26][C:21]=1[C:20]1[C:16]([C:13]2[CH:14]=[CH:15][C:10]3[N:11]([C:7]([C:5]([NH2:1])=[O:4])=[CH:8][N:9]=3)[CH:12]=2)=[C:17]2[CH2:29][CH2:28][CH2:27][N:18]2[N:19]=1 |f:2.3|. Reported procedure: Add 7N ammonia in methanol (10 mL) to a sealed tube containing 6-[2-(pyridin-2-yl)-5,6-dihydro-4H-pyrrolo[1,2-b]pyrazol-3-yl]-imidazo[1,2-a]pyridine-3-carboxylic acid ethyl ester (Example 35; 0.105 g, 0.28 mmol). Heat at 110° C. for 48 h. Flash chromatograph using dichloromethane/methanol mixtures to give the title compound (0.08 g, 82%) as a white solid. MS ES+ m/e 344.9 (M+1). 1H NMR (400 MHz, DMSO-d6) δ 9.57 (s, 1H), 8.4-8.37 (m, 1H), 8.28 (s, 1H), 7.82-7.77 (m, 3H), 7.59 (d, J=9 Hz, 1H), 7.4... Yields the product N1=C(C=CC=C1)C=1C(=C2N(N1)CCC2)C=2C=CC=1N(C2)C(=CN1)C(=O)N (6-(2-Pyridin-2-yl-5,6-dihydro-4H-pyrrolo[1,2-b]pyrazol-3-yl)-imidazo[1,2-a]pyridine-3-carboxylic acid amide). Run at temperature 110 celsius. Starting materials: C(C1=CC=CC=C1)OC(=O)N[C@@H]1C(N([C@@H]1CCC=1OC=CC1)CC(=O)OC(C)(C)C)=O ((±)-t-butyl 2-[cis-3-benzyloxycarbonylamino-4-(2-(2-furyl)ethyl)-2-oxoazetidin-1-yl]acetate), sudan red 7B, CO.C(Cl)Cl (methanol methylene chloride). Conditions: time 2 hour. The product is C(C1=CC=CC=C1)OC(=O)N[C@@H]1C(N([C@@H]1CCC(=O)O)CC(=O)OC(C)(C)C)=O ((±)-t-Butyl 2[-cis-3-benzyloxycarbonylamino-4-(2-carboxyethyl)-2-oxoazetidin-1-yl]acetate). The yield is 46.0%. Reaction SMILES: [CH2:1]([O:8][C:9]([NH:11][C@H:12]1[C@@H:15]([CH2:16][CH2:17][C:18]2[O:19]C=CC=2)[N:14]([CH2:23][C:24]([O:26][C:27]([CH3:30])([CH3:29])[CH3:28])=[O:25])[C:13]1=[O:31])=[O:10])[C:2]1[CH:7]=[CH:6][CH:5]=[CH:4][CH:3]=1.C[OH:33].C(Cl)Cl>>[CH2:1]([O:8][C:9]([NH:11][C@H:12]1[C@@H:15]([CH2:16][CH2:17][C:18]([OH:33])=[O:19])[N:14]([CH2:23][C:24]([O:26][C:27]([CH3:30])([CH3:28])[CH3:29])=[O:25])[C:13]1=[O:31])=[O:10])[C:2]1[CH:7]=[CH:6][CH:5]=[CH:4][CH:3]=1 |f:1.2|. Procedure: A solution of (±)-t-butyl 2-[cis-3-benzyloxycarbonylamino-4-(2-(2-furyl)ethyl)-2-oxoazetidin-1-yl]acetate (100 mg) and sudan red 7B (0.2 mg) in 6 mL of methanol-methylene chloride (1:1) was cooled to -78° C. Ozone/oxygen was bubbled in to the solution up to the endpoint of sudan red. The solution was allowed to warm to ambient temperature when 0.25N NaOH (1.87 mL) and 30% hydrogen peroxide (0.25 mL) were added. The solution was stirred for 2 hrs and was then diluted with H2O. The organic solvent... The reactants are [OH-].[Na+] (NaOH), CN1C(C(CC1)C(C1=CN=CC=C1)=O)=O (1-methyl-3-nicotinoyl-2-pyrrolidone), [BH4-].[K+] (potassium borohydride). Run in Cl (hydrochloric acid). Conditions: temperature 135 celsius, time 2 hour. The product is N1=CC=CC(=C1)C1N(C)CCC1 (racemic nicotine). The yield is 75.2%. As a reaction SMILES: [CH3:1][N:2]1[CH2:6][CH2:5][CH:4]([C:7](=O)[C:8]2[CH:13]=[CH:12][CH:11]=[N:10][CH:9]=2)C1=O.[OH-].[Na+].[BH4-].[K+]>Cl>[N:10]1[CH:9]=[C:8]([CH:7]2[CH2:4][CH2:5][CH2:6][N:2]2[CH3:1])[CH:13]=[CH:12][CH:11]=1 |f:1.2,3.4|. Procedure: 1-methyl-3-nicotinoyl-2-pyrrolidone (20.4 g, 0.1 mol) was dissolved in a 6N hydrochloric acid (150 mL) The solution was heated to 135° C. to react for 8 h and then cooled to room temperature. The pH of the mixture was adjusted to 7 by using NaOH under an ice bath, and then potassium borohydride (5.3 g, 0.1 mol) was added therein and the temperature was back to room temperature for 2 h. 200 mL distilled water was added and the mixture was stream-distilled. The distilled water phase was concentrat...